This data is from the Open Reaction Database (ORD), a public repository of structured organic reaction records. The task is: describe an organic reaction: reactants, conditions, products, and yield As a reaction SMILES: [OH:1][C@H:2]1[CH2:14][N:5]2[C:6]3[C:11]([NH:12][CH2:13][C@@H:4]2[CH2:3]1)=[CH:10][CH:9]=[CH:8][CH:7]=3.[C:15]1([CH3:39])[CH:20]=[CH:19][C:18]([C:21]2[CH:38]=[CH:37][CH:36]=[CH:35][C:22]=2[C:23]([NH:25][C:26]2[CH:34]=[CH:33][C:29]([C:30](O)=[O:31])=[CH:28][CH:27]=2)=[O:24])=[CH:17][CH:16]=1>>[OH:1][C@H:2]1[CH2:14][N:5]2[C:6]3[C:11]([N:12]([C:30](=[O:31])[C:29]4[CH:28]=[CH:27][C:26]([NH:25][C:23](=[O:24])[C:22]5[CH:35]=[CH:36][CH:37]=[CH:38][C:21]=5[C:18]5[CH:17]=[CH:16][C:15]([CH3:39])=[CH:20][CH:19]=5)=[CH:34][CH:33]=4)[CH2:13][C@@H:4]2[CH2:3]1)=[CH:10][CH:9]=[CH:8][CH:7]=3. The product is O[C@@H]1C[C@@H]2N(C3=CC=CC=C3N(C2)C(C2=CC=C(C=C2)NC(C2=C(C=CC=C2)C2=CC=C(C=C2)C)=O)=O)C1 ((2R,3aS)-2-Hydroxy-5-[4-[[2-(4-Tolyl)Benzoyl] Amino]Benzoyl]-1,2,3,3a,4,5-Hexahydro-Pyrrolo[1,2-a]Quinoxaline). Reported procedure: The same procedures used in Example 1 were repeated using (2R, 3aS)-2-hydroxy-1,2,3,3a,4,5-hexahydro-pyrrolo[1,2-a]quinoxaline prepared in Reference Example 16 and 4-[[2-(4-tolyl)benzoyl]amino]benzoic acid to give the title compound after recrystallization from ethyl acetate-hexane. m.p.: 163-164.5° C.; Yield 55.0%. The reactants are O[C@@H]1C[C@@H]2N(C3=CC=CC=C3NC2)C1 ((2R, 3aS)-2-hydroxy-1,2,3,3a,4,5-hexahydro-pyrrolo[1,2-a]quinoxaline), C1(=CC=C(C=C1)C1=C(C(=O)NC2=CC=C(C(=O)O)C=C2)C=CC=C1)C (4-[[2-(4-tolyl)benzoyl]amino]benzoic acid). The yield is 55.0%. Starting materials: CCOC(C)=O, O=[N+]([O-])c1cccc(Oc2cncc(Cl)c2)c1. Product: Nc1cccc(Oc2cncc(Cl)c2)c1. RXN SMILES: [CH3:18][CH2:19][O:20][C:21]([CH3:22])=[O:23].[Cl:1][c:2]1[cH:3][n:4][cH:5][c:6]([O:8][c:9]2[cH:10][c:11]([N+:15]([O-:16])=[O:17])[cH:12][cH:13][cH:14]2)[cH:7]1>>[Cl:1][c:2]1[cH:3][n:4][cH:5][c:6]([O:8][c:9]2[cH:10][c:11]([NH2:15])[cH:12][cH:13][cH:14]2)[cH:7]1. Reactants: ice water, [Cl-].[Al+3].[Cl-].[Cl-] (aluminum chloride), BrC1=CC=CC=C1 (bromobenzene), C1(C(=C)CC(=O)O1)=O (itaconic anhydride), ClC1=CC=C(C=C1)C1=CC=CC=C1 (4-chlorobiphenyl). Reaction conditions: temperature 0 celsius, time 2 hour. Yields the product ClC1=CC=C(C=C1)C1=CC=C(C=C1)C(CC(C(=O)O)=C)=O (4-(4′-Chlorobiphenyl-4-yl)-4-keto-2-methylenebutyric acid). Isolated yield 50.0%. As a reaction SMILES: [Cl-].[Al+3].[Cl-].[Cl-].BrC1C=CC=CC=1.[C:12]1(=[O:19])[O:18][C:16](=[O:17])[CH2:15][C:13]1=[CH2:14].[Cl:20][C:21]1[CH:26]=[CH:25][C:24]([C:27]2[CH:32]=[CH:31][CH:30]=[CH:29][CH:28]=2)=[CH:23][CH:22]=1>>[Cl:20][C:21]1[CH:22]=[CH:23][C:24]([C:27]2[CH:32]=[CH:31][C:30]([C:16](=[O:17])[CH2:15][C:13](=[CH2:14])[C:12]([OH:18])=[O:19])=[CH:29][CH:28]=2)=[CH:25][CH:26]=1 |f:0.1.2.3|. Procedure details: 21.2 g of anhydrous aluminum chloride are introduced into 50 g of bromobenzene and the mixture is cooled to 0° C. A solid mixture of 8.3 g of itaconic anhydride and 13.2 g of 4-chlorobiphenyl is added in portions in the course of one hour. The reaction mixture is stirred at 0° C. for two hours and then added to 100 g of ice water. The solid reaction product is filtered off and washed twice with water (50 ml). After recrystallization from ethyl acetate, the product is dried at room temperature an... Starting materials: COC=1C=C(C=CC1OC)C1=C(C(=NC2=CC(=C(C=C12)OC)OC)C)C(=O)OCC (ethyl 4-(3,4-dimethoxyphenyl)-6,7-dimethoxy-2-methylquinoline-3-carboxylate), BrN1C(CCC1=O)=O (N-bromosuccinimide), N(=NC(C#N)(C)C)C(C#N)(C)C (2,2'-azobis(isobutyronitrile)). The solvent is C(Cl)(Cl)(Cl)Cl (carbon tetrachloride). The product is BrCC1=NC2=CC(=C(C=C2C(=C1C(=O)OCC)C1=CC(=C(C=C1)OC)OC)OC)OC (ethyl 2-bromomethyl-6,7-dimethoxy-4-(3,4-dimethoxyphenyl)quinoline-3-carboxylate). Isolated yield 58.2%. RXN SMILES: [CH3:1][O:2][C:3]1[CH:4]=[C:5]([C:11]2[C:20]3[C:15](=[CH:16][C:17]([O:23][CH3:24])=[C:18]([O:21][CH3:22])[CH:19]=3)[N:14]=[C:13]([CH3:25])[C:12]=2[C:26]([O:28][CH2:29][CH3:30])=[O:27])[CH:6]=[CH:7][C:8]=1[O:9][CH3:10].[Br:31]N1C(=O)CCC1=O.N(C(C)(C)C#N)=NC(C)(C)C#N>C(Cl)(Cl)(Cl)Cl>[Br:31][CH2:25][C:13]1[C:12]([C:26]([O:28][CH2:29][CH3:30])=[O:27])=[C:11]([C:5]2[CH:6]=[CH:7][C:8]([O:9][CH3:10])=[C:3]([O:2][CH3:1])[CH:4]=2)[C:20]2[C:15](=[CH:16][C:17]([O:23][CH3:24])=[C:18]([O:21][CH3:22])[CH:19]=2)[N:14]=1. Reported procedure: A mixture of ethyl 4-(3,4-dimethoxyphenyl)-6,7-dimethoxy-2-methylquinoline-3-carboxylate (411 mg), N-bromosuccinimide (214 mg), 2,2'-azobis(isobutyronitrile)(10 mg) and carbon tetrachloride (10 ml) was stirred under reflux for 5 hours. The reaction mixture was washed with water and dried over magnesium sulfate, and the solvent was evaporated under reduced pressure. The residue was subjected to column chromatography on silica gel. The fractions eluted with chloroform-ethyl acetate (10:1, v/v) gav... Starting materials: ClCC(COC1=CC=C(CNC2=NC(=NC(=N2)OCC(F)(F)F)NC2=CC=C(C(=O)O)C=C2)C=C1)=C (4-((4-((4-((2-(chloromethyl)allyl)oxy)benzyl)amino)-6-(2,2,2-trifluoroethoxy)-1,3,5-triazin-2-yl)amino)benzoic acid), CN(C)C(=[N+](C)C)ON1C2=C(C=CC=C2)N=N1.[B-](F)(F)(F)F (TBTU), C(C)(C)(C)OC(NCC(CN)(C)C)=O (tert-butyl(3-amino-2,2-dimethylpropyl)carbamate), CCN(C(C)C)C(C)C (DIPEA). Run in CN1CCCC1=O (NMP), O (water). Conditions: time 2 hour. The product is ClCC(COC1=CC=C(CNC2=NC(=NC(=N2)OCC(F)(F)F)NC2=CC=C(C(=O)NCC(CNC(OC(C)(C)C)=O)(C)C)C=C2)C=C1)=C (tert-butyl 3-(4-(4-(4-(2-(chloromethyl)allyloxy)benzylamino)-6-(2,2,2-trifluoroethoxy)-1,3,5-triazin-2-ylamino)benzamido)-2,2-dimethylpropylcarbamate). The yield is 67.3%. Reaction SMILES: [Cl:1][CH2:2][C:3](=[CH2:36])[CH2:4][O:5][C:6]1[CH:35]=[CH:34][C:9]([CH2:10][NH:11][C:12]2[N:17]=[C:16]([O:18][CH2:19][C:20]([F:23])([F:22])[F:21])[N:15]=[C:14]([NH:24][C:25]3[CH:33]=[CH:32][C:28]([C:29](O)=[O:30])=[CH:27][CH:26]=3)[N:13]=2)=[CH:8][CH:7]=1.CN(C(ON1N=NC2C=CC=CC1=2)=[N+](C)C)C.[B-](F)(F)(F)F.[C:59]([O:63][C:64](=[O:72])[NH:65][CH2:66][C:67]([CH3:71])([CH3:70])[CH2:68][NH2:69])([CH3:62])([CH3:61])[CH3:60].CCN(C(C)C)C(C)C>CN1C(=O)CCC1.O>[Cl:1][CH2:2][C:3](=[CH2:36])[CH2:4][O:5][C:6]1[CH:35]=[CH:34][C:9]([CH2:10][NH:11][C:12]2[N:17]=[C:16]([O:18][CH2:19][C:20]([F:23])([F:21])[F:22])[N:15]=[C:14]([NH:24][C:25]3[CH:26]=[CH:27][C:28]([C:29]([NH:69][CH2:68][C:67]([CH3:71])([CH3:70])[CH2:66][NH:65][C:64](=[O:72])[O:63][C:59]([CH3:61])([CH3:60])[CH3:62])=[O:30])=[CH:32][CH:33]=3)[N:13]=2)=[CH:8][CH:7]=1 |f:1.2|. Procedure details: To a solution of 4-((4-((4-((2-(chloromethyl)allyl)oxy)benzyl)amino)-6-(2,2,2-trifluoroethoxy)-1,3,5-triazin-2-yl)amino)benzoic acid (1.1 g) and TBTU (0.74 g) in NMP (10 mL) was added tert-butyl(3-amino-2,2-dimethylpropyl)carbamate (0.51 g) and DIPEA (1.47 mL). After stirring at room temperature for 2 hours, the mixture was diluted with 100 mL of water and extracted with EtOAc (2×150 mL). The organic layer were combined, washed with brine (100 mL), dried over MgSO4 and concentrated. The residue ... Starting materials: C1(=CC=CC=C1)C(=CC)C1=CC=CC=C1 (1,1-diphenyl-1-propene), C(C1=CC=CC=C1)(=O)OOC(C1=CC=CC=C1)=O (benzoylperoxide), BrN1C(CCC1=O)=O (N-bromosuccinimide). Solvent: C(Cl)(Cl)(Cl)Cl (carbontetrachloride). Yields the product BrCC=C(C1=CC=CC=C1)C1=CC=CC=C1 (3-bromo-1, 1-diphenyl-1-propene). Reaction SMILES: [C:1]1([C:7]([C:10]2[CH:15]=[CH:14][CH:13]=[CH:12][CH:11]=2)=[CH:8][CH3:9])[CH:6]=[CH:5][CH:4]=[CH:3][CH:2]=1.C(OOC(=O)C1C=CC=CC=1)(=O)C1C=CC=CC=1.[Br:34]N1C(=O)CCC1=O>C(Cl)(Cl)(Cl)Cl>[Br:34][CH2:9][CH:8]=[C:7]([C:10]1[CH:11]=[CH:12][CH:13]=[CH:14][CH:15]=1)[C:1]1[CH:6]=[CH:5][CH:4]=[CH:3][CH:2]=1. Procedure details: A mixture of 1,1-diphenyl-1-propene (17.0 g, 0.10 mol), carbontetrachloride (100 ml), benzoylperoxide (0.2 g) and N-bromosuccinimide (17.8 g, 0.10 mol) was heated at reflux temperature for 18 h. The reaction mixture was allowed to cool to room temperature, filtered and the solvent was evaporated in vacuo to give 3-bromo-1, 1-diphenyl-1-propene in a quantitative yield. Starting materials: CN1CCNCC1, O=C(O)c1c(=O)c2cc(F)c(Cl)cc2n2c3c(sc12)CCCC3, c1ccncc1. Product: CN1CCN(c2cc3c(cc2F)c(=O)c(C(=O)O)c2sc4c(n23)CCCC4)CC1. As a reaction SMILES: [CH3:24][N:25]1[CH2:26][CH2:27][NH:28][CH2:29][CH2:30]1.[Cl:1][c:2]1[c:3]([F:23])[cH:4][c:5]2[c:6](=[O:22])[c:7]([C:19](=[O:20])[OH:21])[c:8]3[n:9]([c:10]2[cH:11]1)[c:12]1[c:13]([s:14]3)[CH2:15][CH2:16][CH2:17][CH2:18]1.[cH:31]1[cH:32][cH:33][n:34][cH:35][cH:36]1>>[c:2]1([N:28]2[CH2:27][CH2:26][N:25]([CH3:24])[CH2:30][CH2:29]2)[c:3]([F:23])[cH:4][c:5]2[c:6](=[O:22])[c:7]([C:19](=[O:20])[OH:21])[c:8]3[n:9]([c:10]2[cH:11]1)[c:12]1[c:13]([s:14]3)[CH2:15][CH2:16][CH2:17][CH2:18]1. The reactants are C(C)N(C(C)C)C(C)C (N-ethyldiisopropylamine), NC1=C(C=C(C=C1)N1C(C=CC=C1)=O)F (1-(4-amino-3-fluoro-phenyl)-1H-pyridin-2-one), C1COC(=O)N1P(=O)(N2CCOC2=O)Cl (BOP-Cl), ClC1=CC=C(S1)C(=O)NC1CN(CCC1)CC(=O)O ({3-[(5-chloro-thiophene-2-carbonyl)-amino]-piperidin-1-yl}-acetic acid). Run in CN(C)C=O (DMF), C(C)#N (acetonitrile). Reaction conditions: time 18 hour. Yields the product FC1=C(C=CC(=C1)N1C(C=CC=C1)=O)NC(=O)CN1CC(CCC1)NC(=O)C=1SC(=CC1)Cl (5-chloro-thiophene-2-carboxylic acid (1-{[2-fluoro-4-(2-oxo-2H-pyridin-1-yl)-phenylcarbamoyl]-methyl}-piperidin-3-yl)-amide). Yield: 23.4%. RXN SMILES: [Cl:1][C:2]1[S:6][C:5]([C:7]([NH:9][CH:10]2[CH2:15][CH2:14][CH2:13][N:12]([CH2:16][C:17]([OH:19])=O)[CH2:11]2)=[O:8])=[CH:4][CH:3]=1.C(N(C(C)C)C(C)C)C.[NH2:29][C:30]1[CH:35]=[CH:34][C:33]([N:36]2[CH:41]=[CH:40][CH:39]=[CH:38][C:37]2=[O:42])=[CH:32][C:31]=1[F:43].C1N(P(Cl)(N2C(=O)OCC2)=O)C(=O)OC1>C(#N)C.CN(C=O)C>[F:43][C:31]1[CH:32]=[C:33]([N:36]2[CH:41]=[CH:40][CH:39]=[CH:38][C:37]2=[O:42])[CH:34]=[CH:35][C:30]=1[NH:29][C:17]([CH2:16][N:12]1[CH2:13][CH2:14][CH2:15][CH:10]([NH:9][C:7]([C:5]2[S:6][C:2]([Cl:1])=[CH:3][CH:4]=2)=[O:8])[CH2:11]1)=[O:19]. Reported procedure: 9.3 To a stirred suspension of 300 mg {3-[(5-chloro-thiophene-2-carbonyl)-amino]-piperidin-1-yl}-acetic acid (containing 2 mol equivalents of sodium chloride) at r.t. in 5 ml acetonitrile and 0.5 ml DMF under an argon atmosphere were added 0.5 ml N-ethyldiisopropylamine, 175 mg 1-(4-amino-3-fluoro-phenyl)-1H-pyridin-2-one (CAS 536747-52-1, prepared according to WO 2003045912) and 365 mg BOP-Cl. The compact slurry was then stirred at r.t. for 18 h. The mixture was concentrated. The residue was ta... Reactants: compound 6, CO[C@@H]1[C@@H]([C@H]([C@@H]([C@H](O1)CO)O)O)O (α-methylglucoside), C(C1=CC=CC=C1)(C1=CC=CC=C1)(C1=CC=CC=C1)Cl (Ph3CCl), CN(C)C=O (DMF). Product: C(C1=CC=CC=C1)(C1=CC=CC=C1)(C1=CC=CC=C1)OC(C1=CC=CC=C1)(C1=CC=CC=C1)C1=CC=CC=C1 (tritylether). As a reaction SMILES: CO[C@H:3]1O[C@H:7]([CH2:9]O)[C@@H:6](O)[C@H:5](O)[C@H:4]1O.[C:14](Cl)([C:27]1[CH:32]=[CH:31][CH:30]=[CH:29][CH:28]=1)([C:21]1[CH:26]=[CH:25][CH:24]=[CH:23][CH:22]=1)[C:15]1[CH:20]=[CH:19][CH:18]=[CH:17][CH:16]=1.CN([CH:37]=[O:38])C>>[C:14]([O:38][C:37]([C:21]1[CH:26]=[CH:25][CH:24]=[CH:23][CH:22]=1)([C:15]1[CH:20]=[CH:19][CH:18]=[CH:17][CH:16]=1)[C:3]1[CH:9]=[CH:7][CH:6]=[CH:5][CH:4]=1)([C:27]1[CH:32]=[CH:31][CH:30]=[CH:29][CH:28]=1)([C:21]1[CH:26]=[CH:25][CH:24]=[CH:23][CH:22]=1)[C:15]1[CH:20]=[CH:19][CH:18]=[CH:17][CH:16]=1. Reported procedure: A process of producing compound 6 (methyl-2,3,4-trideoxy-6-O-trityl-4-methylcarboxymethyl-hex-2-enpyranoside) comprising reacting compound 1 (methyl-α-D-glucopyranoside) in the presence of Ph3CCl and 4-Me2Py and DMF to produce compound 2 (6-O-trityl-α-methylglucoside) and reacting compound 2 in the presence of n-Bu2SnO, CH3OH and BzCl, Et3N, THF to produce compound 3 (methyl-2-O-benzoyl-6-O-trityl-α-D-glucopyranoside) and reacting compound 3 in the presence of MsCl and Et3N, CH2Cl2 to produce co... The reactants are CC12CCC=CC1CC2=NO, Cl, O. The product is CC12CCC=CC1CC2=O. Reaction SMILES: [CH3:1][C:2]12[CH2:3][CH2:4][CH:5]=[CH:6][CH:7]1[CH2:8][C:9]2=[N:10][OH:11].[ClH:12].[OH2:13]>>[CH3:1][C:2]12[CH2:3][CH2:4][CH:5]=[CH:6][CH:7]1[CH2:8][C:9]2=[O:13].